From a dataset of the Open Reaction Database (ORD), a public repository of structured organic reaction records. describe an organic reaction: reactants, conditions, products, and yield The reactants are COc1cccnc1Br, [C-]#N, CS(C)=O, [Na+]. Product: COc1cccnc1C#N. Reaction SMILES: [Br:1][c:2]1[n:3][cH:4][cH:5][cH:6][c:7]1[O:8][CH3:9].[C-:10]#[N:11].[CH3:13][S:14]([CH3:15])=[O:16].[Na+:12]>>[c:2]1([C:10]#[N:11])[n:3][cH:4][cH:5][cH:6][c:7]1[O:8][CH3:9].